This data is from the Open Reaction Database (ORD), a public repository of structured organic reaction records. The task is: describe an organic reaction: reactants, conditions, products, and yield Reactants: CCC(c1ccccc1)N1Cc2cc3c(cc2CC1C(=O)NC(Cc1ccc(-c2ccc(F)cc2)cc1)C(=O)OC)N(C)C(=O)C(c1ccc(O)cc1)O3, CCC(c1ccccc1)N1Cc2cc3c(cc2CC1C(=O)NC(Cc1ccc(-c2ccc(F)cc2)cc1)C(=O)OC)N(C)C(=O)C(c1ccc(OCc2ccc(Cl)c(Cl)c2)cc1)O3. Product: CCC(c1ccccc1)N1Cc2cc3c(cc2CC1C(=O)NC(Cc1ccc(-c2ccc(F)cc2)cc1)C(=O)O)N(C)C(=O)C(c1ccc(OCc2ccc(Cl)c(Cl)c2)cc1)O3. As a reaction SMILES: [CH3:1][O:2][C:3](=[O:4])[CH:5]([NH:6][C:7]([CH:8]1[CH2:9][c:10]2[cH:11][c:12]3[c:13]([cH:27][c:28]2[CH2:29][N:30]1[CH:31]([c:32]1[cH:33][cH:34][cH:35][cH:36][cH:37]1)[CH2:38][CH3:39])[O:14][CH:15]([c:16]1[cH:17][cH:18][c:19]([OH:20])[cH:21][cH:22]1)[C:23](=[O:24])[N:25]3[CH3:26])=[O:40])[CH2:41][c:42]1[cH:43][cH:44][c:45](-[c:46]2[cH:47][cH:48][c:49]([F:50])[cH:51][cH:52]2)[cH:53][cH:54]1.[CH3:55][O:56][C:57]([CH:58]([CH2:59][c:60]1[cH:61][cH:62][c:63](-[c:66]2[cH:67][cH:68][c:69]([F:72])[cH:70][cH:71]2)[cH:64][cH:65]1)[NH:73][C:74](=[O:75])[CH:76]1[N:77]([CH:108]([CH2:109][CH3:110])[c:111]2[cH:112][cH:113][cH:114][cH:115][cH:116]2)[CH2:78][c:79]2[cH:80][c:81]3[c:86]([cH:87][c:88]2[CH2:89]1)[N:85]([CH3:90])[C:84](=[O:91])[CH:83]([c:92]1[cH:93][cH:94][c:95]([O:98][CH2:99][c:100]2[cH:101][c:102]([Cl:107])[c:103]([Cl:106])[cH:104][cH:105]2)[cH:96][cH:97]1)[O:82]3)=[O:117]>>[O:56]=[C:57]([CH:58]([CH2:59][c:60]1[cH:61][cH:62][c:63](-[c:66]2[cH:67][cH:68][c:69]([F:72])[cH:70][cH:71]2)[cH:64][cH:65]1)[NH:73][C:74](=[O:75])[CH:76]1[N:77]([CH:108]([CH2:109][CH3:110])[c:111]2[cH:112][cH:113][cH:114][cH:115][cH:116]2)[CH2:78][c:79]2[cH:80][c:81]3[c:86]([cH:87][c:88]2[CH2:89]1)[N:85]([CH3:90])[C:84](=[O:91])[CH:83]([c:92]1[cH:93][cH:94][c:95]([O:98][CH2:99][c:100]2[cH:101][c:102]([Cl:107])[c:103]([Cl:106])[cH:104][cH:105]2)[cH:96][cH:97]1)[O:82]3)[OH:117]. Starting materials: CO, Cc1nc(NNC(=O)C(CC2CCCC2)CN(C=O)OCc2ccccc2)c(F)c(N2CC(N(C)C)C(C)(C)C2)n1. Yields the product Cc1nc(NNC(=O)C(CC2CCCC2)CN(O)C=O)c(F)c(N2CC(N(C)C)C(C)(C)C2)n1. RXN SMILES: [CH3:42][OH:43].[CH:1]1([CH2:6][CH:7]([CH2:8][N:9]([CH:10]=[O:11])[O:12][CH2:13][c:14]2[cH:15][cH:16][cH:17][cH:18][cH:19]2)[C:20](=[O:21])[NH:22][NH:23][c:24]2[n:25][c:26]([CH3:41])[n:27][c:28]([N:31]3[CH2:32][C:33]([CH3:39])([CH3:40])[CH:34]([N:36]([CH3:37])[CH3:38])[CH2:35]3)[c:29]2[F:30])[CH2:2][CH2:3][CH2:4][CH2:5]1>>[CH:1]1([CH2:6][CH:7]([CH2:8][N:9]([CH:10]=[O:11])[OH:12])[C:20](=[O:21])[NH:22][NH:23][c:24]2[n:25][c:26]([CH3:41])[n:27][c:28]([N:31]3[CH2:32][C:33]([CH3:39])([CH3:40])[CH:34]([N:36]([CH3:37])[CH3:38])[CH2:35]3)[c:29]2[F:30])[CH2:2][CH2:3][CH2:4][CH2:5]1. The reactants are O1C(=CC=C1)C=O (furan-2-carbaldehyde), CC(C)(C)[S@](=O)N ((S)-2-methylpropane-2-sulfinamide). The reagents and catalysts are [O-]CC.[Ti+4].[O-]CC.[O-]CC.[O-]CC (titanium(IV) ethoxide). Solvent: C1CCOC1 (THF), C(C)(=O)OCC (ethyl acetate). Conditions: time 5 hour. Product: O1C(=CC=C1)\C=N\[S@@](=O)C(C)(C)C ((S)-2-methyl-propane-2-sulfinic acid 1-furan-2-yl-meth-(E)-ylideneamide). Yield: 89.2%. RXN SMILES: [O:1]1[CH:5]=[CH:4][CH:3]=[C:2]1[CH:6]=O.[CH3:8][C:9]([S@@:12]([NH2:14])=[O:13])([CH3:11])[CH3:10]>C1COCC1.C(OCC)(=O)C.[O-]CC.[Ti+4].[O-]CC.[O-]CC.[O-]CC>[O:1]1[CH:5]=[CH:4][CH:3]=[C:2]1/[CH:6]=[N:14]/[S@:12]([C:9]([CH3:11])([CH3:10])[CH3:8])=[O:13] |f:4.5.6.7.8|. Procedure details: In a round-bottomed flask, furan-2-carbaldehyde (800 mg, 8.33 mmol) was dissolved in THF (20 ml) and (S)-2-methylpropane-2-sulfinamide (1.21 g, 10.0 mmol) and titanium(IV) ethoxide (3.5 ml, 16.7 mmol) were added. The reaction mixture was stirred at room temperature for 5 h then slowly quenched by dropwise addition of brine (5 ml) which resulted in the formation of a thick precipitate. The reaction mixture was diluted with ethyl acetate and stirred vigorously at room temperature for 15 min. The s... Reaction SMILES: [Br:1][c:2]1[c:3]([CH2:11][OH:12])[c:4]([N+:8]([O-:9])=[O:10])[cH:5][cH:6][cH:7]1.[CH2:13]1[O:14][CH2:15][CH2:16][CH2:17]1.[CH3:18][OH:19]>>[Br:1][c:2]1[c:3]([CH2:11][OH:12])[c:4]([NH2:8])[cH:5][cH:6][cH:7]1. Starting materials: O=[N+]([O-])c1cccc(Br)c1CO, C1CCOC1, CO. The product is Nc1cccc(Br)c1CO. Reactants: C(C1=CC=CC=C1)OC1=C(C=C(C=C1F)C1C(C1)C(=O)O)F (2-(4-benzyloxy-3,5-difluoro-phenyl)-cyclopropane carboxylic acid), C(C1=CC=CC=C1)C1NC(OC1)=O (4-benzyloxazolidine-2-on), CH2N2. The solvent is C1CCOC1 (THF). Yields the product COC(=O)C1C(C1)C1=CC(=C(C(=C1)F)OCC1=CC=CC=C1)F (2-(4-benzyloxy-3,5-difluoro-phenyl)-cyclopropane carboxylic acid methyl ester). Yield: 75.0%. RXN SMILES: [CH2:1]([O:8][C:9]1[C:14]([F:15])=[CH:13][C:12]([CH:16]2[CH2:18][CH:17]2[C:19]([OH:21])=[O:20])=[CH:11][C:10]=1[F:22])[C:2]1[CH:7]=[CH:6][CH:5]=[CH:4][CH:3]=1.[CH2:23](C1COC(=O)N1)C1C=CC=CC=1>C1COCC1>[CH3:23][O:20][C:19]([CH:17]1[CH2:18][CH:16]1[C:12]1[CH:11]=[C:10]([F:22])[C:9]([O:8][CH2:1][C:2]2[CH:3]=[CH:4][CH:5]=[CH:6][CH:7]=2)=[C:14]([F:15])[CH:13]=1)=[O:21]. Procedure: Mixture (41 mg) of 2-(4-benzyloxy-3,5-difluoro-phenyl)-cyclopropane carboxylic acid obtained in Step A and 4-benzyloxazolidine-2-on was dissolved in THF (2 mL), and CH2N2 (0.25M in Et2O, 1 mL, 0.158 mmol) was added thereto. The mixture was reacted at room temperature for 1 hour, and then the reactant was concentrated under reduced pressure. The residue was purified by column chromatography (eluent, EtOAc/Hex=1/2) to obtain the title compound (22.7 mg, two-step yield 75%). The reactants are F[C@@]12[C@]3(C=CC(C=C3CC[C@H]1[C@@H]1CCC([C@@]1(C)C[C@@H]2O)=O)=O)C ((11β)-9-fluoro-11-hydroxyandrosta-1,4-dien-3,17-dione), S (hydrogen sulfide), crude product, product. Solvent: CN(C=O)C (dimethylformamide), N1CCOCC1 (morpholine). Conditions: time 8 hour. Product: F[C@@]12[C@]3(C=CC(C=C3CC[C@H]1[C@@H]1CC[C@@H]([C@@]1(C)C[C@@H]2O)S)=O)C ((11β,17β)-9-Fluoro-11-hydroxy-17-mercaptoandrosta-1,4-dien-3-one). RXN SMILES: [F:1][C@:2]12[C@@H:19]([OH:20])[CH2:18][C@@:16]3([CH3:17])[C@@H:12]([CH2:13][CH2:14][C:15]3=O)[C@@H:11]1[CH2:10][CH2:9][C:8]1[C@:3]2([CH3:23])[CH:4]=[CH:5][C:6](=[O:22])[CH:7]=1.[SH2:24]>CN(C)C=O.N1CCOCC1>[F:1][C@:2]12[C@@H:19]([OH:20])[CH2:18][C@@:16]3([CH3:17])[C@@H:12]([CH2:13][CH2:14][C@@H:15]3[SH:24])[C@@H:11]1[CH2:10][CH2:9][C:8]1[C@:3]2([CH3:23])[CH:4]=[CH:5][C:6](=[O:22])[CH:7]=1. Procedure details: Into a chilled solution (ice bath) of 3 g of (11β)-9-fluoro-11-hydroxyandrosta-1,4-dien-3,17-dione in 12 ml of dimethylformamide and 15 ml of morpholine, there was introduced a stream of hydrogen sulfide. Once the exothermic reaction had ceased, the ice bath was removed, the hydrogen sulfide stream was reduced to about one bubble every two seconds and continued overnight. The next day the reaction mixture was poured into ice water, the resulting solid filtered off, washed with water, and dried t... The reactants are ClC1=CC(N(C(N1)=O)C)=O (6-chloro-3-methyl uracil), C1(CC1)CBr (cyclopropylmethyl bromide). Product: ClC1=CC(N(C(N1CC1CC1)=O)C)=O (6-Chloro-1-(cyclopropylmethyl)-3-methylpyrimidine-2,4(1H,3H)-dione). Reaction SMILES: [Cl:1][C:2]1[NH:7][C:6](=[O:8])[N:5]([CH3:9])[C:4](=[O:10])[CH:3]=1.[CH:11]1([CH2:14]Br)[CH2:13][CH2:12]1>>[Cl:1][C:2]1[N:7]([CH2:14][CH:11]2[CH2:13][CH2:12]2)[C:6](=[O:8])[N:5]([CH3:9])[C:4](=[O:10])[CH:3]=1. Procedure: The sub-title compound was prepared by the method of example 9, part a) using 6-chloro-3-methyl uracil and cyclopropylmethyl bromide. The reactants are O=Cc1cc(Br)ccc1F, CCCBr, CCOCC, I. Yields the product CCCC(O)c1cc(Br)ccc1F. Reaction SMILES: [Br:6][c:7]1[cH:8][cH:9][c:10]([F:15])[c:11]([CH:12]=[O:13])[cH:14]1.[CH2:1]([CH2:2][CH3:3])[Br:4].[CH3:16][CH2:17][O:18][CH2:19][CH3:20].[I:5]>>[CH2:1]([CH2:2][CH3:3])[CH:12]([c:11]1[c:10]([F:15])[cH:9][cH:8][c:7]([Br:6])[cH:14]1)[OH:13]. The reactants are [Al+3], CCC(=O)N1CCCC2c3cc(OC)ccc3OCC21, [H-], [H-], [H-], [H-], [Li+], C1CCOC1, O=S(=O)(O)O. The product is CCCN1CCCC2c3cc(OC)ccc3OCC21. As a reaction SMILES: [Al+3:2].[CH3:12][O:13][c:14]1[cH:15][cH:16][c:17]2[c:18]([cH:19]1)[CH:20]1[CH:21]([N:22]([C:26]([CH2:27][CH3:28])=[O:29])[CH2:23][CH2:24][CH2:25]1)[CH2:30][O:31]2.[H-:1].[H-:4].[H-:5].[H-:6].[Li+:3].[O:32]1[CH2:33][CH2:34][CH2:35][CH2:36]1.[S:7](=[O:8])(=[O:9])([OH:10])[OH:11]>>[CH3:12][O:13][c:14]1[cH:15][cH:16][c:17]2[c:18]([cH:19]1)[CH:20]1[CH:21]([N:22]([CH2:26][CH2:27][CH3:28])[CH2:23][CH2:24][CH2:25]1)[CH2:30][O:31]2.